From a dataset of the Open Reaction Database (ORD), a public repository of structured organic reaction records. describe an organic reaction: reactants, conditions, products, and yield Starting materials: NCC=1N(C=C(C(C1)=O)OCCC)C (2-aminomethyl-1-methyl-5-propoxy-1H-pyridin-4-one), COC=C1C(NC(C2=CC=C(C=C12)I)=O)=O (4-methoxymethylene-6-iodo-4H-isoquinoline-1,3-dione). Run in CN(C=O)C (N,N-dimethylformamide). The product is IC=1C=C2C(C(NC(C2=CC1)=O)=O)=CNCC=1N(C=C(C(C1)=O)OCCC)C (6-Iodo-4-{[(1-methyl-4-oxo-5-propoxy-1,4-dihydro-pyridin-2-ylmethyl)-amino]-methylene}-4H-isoquinoline-1,3-dione). Reaction SMILES: [NH2:1][CH2:2][C:3]1[N:4]([CH3:14])[CH:5]=[C:6]([O:10][CH2:11][CH2:12][CH3:13])[C:7](=[O:9])[CH:8]=1.CO[CH:17]=[C:18]1[C:27]2[C:22](=[CH:23][CH:24]=[C:25]([I:28])[CH:26]=2)[C:21](=[O:29])[NH:20][C:19]1=[O:30]>CN(C)C=O>[I:28][C:25]1[CH:26]=[C:27]2[C:22](=[CH:23][CH:24]=1)[C:21](=[O:29])[NH:20][C:19](=[O:30])[C:18]2=[CH:17][NH:1][CH2:2][C:3]1[N:4]([CH3:14])[CH:5]=[C:6]([O:10][CH2:11][CH2:12][CH3:13])[C:7](=[O:9])[CH:8]=1. Reported procedure: A mixture of 2-aminomethyl-1-methyl-5-propoxy-1H-pyridin-4-one (196 mg, 1.0 mmole), 10 mL of N,N-dimethylformamide is stirred, 4-methoxymethylene-6-iodo-4H-isoquinoline-1,3-dione (329 mg, 1.0 mmole) is added and the reaction mixture stirred for one hour. The reaction mixture is evaporated to dryness, triturated with 5% methanol in chlororform, filtered washed with fresh 5% methanol in chloroform, washed with acetonitrile and dried to give an off-white solid, 124 mg, (24%); m.p. 176-96° C. dec; M... The reactants are solution, O (water), Cl (HCl), COC(=O)C1CCC(CC1)C1=CC=C(C=C1)C=CC1CCC(CC1)CCCCC (4-{4-[2-(4-pentyl-cyclohexyl)-ethenyl]-phenyl}cyclohexane carboxylic acid methyl ester), COCCO[AlH2-]OCCOC.[Na+] (vitride). The solvent is C1(=CC=CC=C1)C (toluene). Run at temperature -40 celsius. Product: C(CCCC)C1CCC(CC1)C=CC1=CC=C(C=C1)[C@@H]1CC[C@H](CC1)C=O (trans-4-{4-[2-(4-pentylcyclohexyl)ethenyl]phenyl}cyclohexane carbaldehyde). Yield: 55.1%. Reaction SMILES: C[O:2][C:3]([CH:5]1[CH2:10][CH2:9][CH:8]([C:11]2[CH:16]=[CH:15][C:14]([CH:17]=[CH:18][CH:19]3[CH2:24][CH2:23][CH:22]([CH2:25][CH2:26][CH2:27][CH2:28][CH3:29])[CH2:21][CH2:20]3)=[CH:13][CH:12]=2)[CH2:7][CH2:6]1)=O.COCCO[AlH2-]OCCOC.[Na+].O.Cl>C1(C)C=CC=CC=1>[CH2:25]([CH:22]1[CH2:21][CH2:20][CH:19]([CH:18]=[CH:17][C:14]2[CH:13]=[CH:12][C:11]([C@H:8]3[CH2:7][CH2:6][C@H:5]([CH:3]=[O:2])[CH2:10][CH2:9]3)=[CH:16][CH:15]=2)[CH2:24][CH2:23]1)[CH2:26][CH2:27][CH2:28][CH3:29] |f:1.2|. Procedure: Vitride (3.3M in toluene, 10 eq, 26.6 ml, 87.7 mmol) was added with syringe to a flask filled with Argon gas at 0° C., and morpholine (10 eq, 7.67 ml, 87.7 mmol) was added slowly dropwise with syringe. Then, toluene (a half of morpholine mmol, 44 ml) was added dropwise with syringe to produce vitride solution. 88 ml of a solution including cyclohexane carboxylate compound (3.48 g, 8.77 mmol) obtained in Example 4-1 in toluene a solution was added to another 2-neck flask filled with argon gas, an... The reactants are C#Cc1ccc(C(=O)O)cc1, COC(=O)C1CCn2cccc21, [Cl-], Cc1ccccc1C. Yields the product C#Cc1ccc(C(=O)c2ccc3n2CCC3C(=O)OC)cc1. RXN SMILES: [C:14](#[CH:15])[c:16]1[cH:17][cH:18][c:19]([C:20](=[O:21])[OH:22])[cH:23][cH:24]1.[CH:1]1([C:9](=[O:10])[O:11][CH3:12])[c:2]2[n:3]([cH:6][cH:7][cH:8]2)[CH2:4][CH2:5]1.[Cl-:13].[c:25]1([CH3:26])[c:27]([CH3:28])[cH:29][cH:30][cH:31][cH:32]1>>[CH:1]1([C:9](=[O:10])[O:11][CH3:12])[c:2]2[n:3]([c:6]([C:20]([c:19]3[cH:18][cH:17][c:16]([C:14]#[CH:15])[cH:24][cH:23]3)=[O:21])[cH:7][cH:8]2)[CH2:4][CH2:5]1. Reactants: BrC1=CC=C(C=C1)C1=NSC(=N1)N1C(OCC1(C)C)=O (3-[3-(4-bromophenyl)-1,2,4-thiadiazol-5-yl]-4,4-dimethyl-1,3-oxazolidin-2-one), CN(C=O)C (dimethylformamide). The reagents and catalysts are [C-]#N.[Zn+2].[C-]#N (Zinc cyanide), C=1C=CC(=CC1)[P](C=2C=CC=CC2)(C=3C=CC=CC3)[Pd]([P](C=4C=CC=CC4)(C=5C=CC=CC5)C=6C=CC=CC6)([P](C=7C=CC=CC7)(C=8C=CC=CC8)C=9C=CC=CC9)[P](C=1C=CC=CC1)(C=1C=CC=CC1)C=1C=CC=CC1 (tetrakis(triphenylphosphine)palladium), C=1C=CC(=CC1)[P](C=2C=CC=CC2)(C=3C=CC=CC3)[Pd]([P](C=4C=CC=CC4)(C=5C=CC=CC5)C=6C=CC=CC6)([P](C=7C=CC=CC7)(C=8C=CC=CC8)C=9C=CC=CC9)[P](C=1C=CC=CC1)(C=1C=CC=CC1)C=1C=CC=CC1 (tetrakis(triphenylphosphine)palladium). The solvent is C(C)(=O)OCC (ethyl acetate). Conditions: temperature 120 celsius, time 45 minute. The product is CC1(N(C(OC1)=O)C1=NC(=NS1)C1=CC=C(C#N)C=C1)C (4-[5-(4,4-dimethyl-2-oxo-1,3-oxazolidin-3-yl)-1,2,4-thiadiazol-3-yl]benzonitrile). Isolated yield 84.0%. As a reaction SMILES: Br[C:2]1[CH:7]=[CH:6][C:5]([C:8]2[N:12]=[C:11]([N:13]3[C:17]([CH3:19])([CH3:18])[CH2:16][O:15][C:14]3=[O:20])[S:10][N:9]=2)=[CH:4][CH:3]=1.[CH3:21][N:22](C)C=O>C(OCC)(=O)C.[C-]#N.[Zn+2].[C-]#N.C1C=CC([P]([Pd]([P](C2C=CC=CC=2)(C2C=CC=CC=2)C2C=CC=CC=2)([P](C2C=CC=CC=2)(C2C=CC=CC=2)C2C=CC=CC=2)[P](C2C=CC=CC=2)(C2C=CC=CC=2)C2C=CC=CC=2)(C2C=CC=CC=2)C2C=CC=CC=2)=CC=1>[CH3:18][C:17]1([CH3:19])[CH2:16][O:15][C:14](=[O:20])[N:13]1[C:11]1[S:10][N:9]=[C:8]([C:5]2[CH:6]=[CH:7][C:2]([C:21]#[N:22])=[CH:3][CH:4]=2)[N:12]=1 |f:3.4.5,^1:40,42,61,80|. Procedure details: 3-[3-(4-bromophenyl)-1,2,4-thiadiazol-5-yl]-4,4-dimethyl-1,3-oxazolidin-2-one (0.67 g, 1.9 mmol), prepared in step 4 of Example 93, was dissolved in dimethylformamide (19 mL). Zinc cyanide (0.132 g, 1.14 mmol) was added, the mixture was purged with nitrogen for 15 min, and then tetrakis(triphenylphosphine)palladium (0.11 g, 0.095 mmol) was added. The mixture was heated to 120° C. for 2 h, additional tetrakis(triphenylphosphine)palladium (0.11 g, 0.095 mmol) was added and stirring was continued f... The reactants are NC1=CC2=C(NC(=NS2(=O)=O)C=2C(N(C3=NC=CC=C3C2O)CCC(C)C)=O)C=C1 (3-(7-amino-1,1-dioxido-4H-1,2,4-benzothiadiazin-3-yl)-4-hydroxy-1-(3-methylbutyl)-1,8-naphthyridin-2(1H)-one), CS(=O)(=O)C1=CC=C(C=C1)S(=O)(=O)Cl (4-methylsulfonylbenzenesulfonyl chloride). Run in C(C)(=O)OCC (ethyl acetate), N1=CC=CC=C1 (pyridine). Run at temperature 100 celsius. Yields the product 1dichloromethane, OC1=C(C(N(C2=NC=CC=C12)CCC(C)C)=O)C1=NS(C2=C(N1)C=CC(=C2)NS(=O)(=O)C2=CC=C(C=C2)S(=O)(=O)C)(=O)=O (N-{3-[4-hydroxy-1-(3-methylbutyl)-2-oxo-1,2-dihydro-1,8-naphthyridin-3-yl]-1,1-dioxido-4H-1,2,4-benzothiadiazin-7-yl}-4-(methylsulfonyl)benzenesulfonamide). Yield: 49.4%. As a reaction SMILES: [NH2:1][C:2]1[CH:30]=[CH:29][C:5]2[NH:6][C:7]([C:12]3[C:13](=[O:28])[N:14]([CH2:23][CH2:24][CH:25]([CH3:27])[CH3:26])[C:15]4[C:20]([C:21]=3[OH:22])=[CH:19][CH:18]=[CH:17][N:16]=4)=[N:8][S:9](=[O:11])(=[O:10])[C:4]=2[CH:3]=1.[CH3:31][S:32]([C:35]1[CH:40]=[CH:39][C:38]([S:41](Cl)(=[O:43])=[O:42])=[CH:37][CH:36]=1)(=[O:34])=[O:33]>N1C=CC=CC=1.C(OCC)(=O)C>[OH:22][C:21]1[C:20]2[C:15](=[N:16][CH:17]=[CH:18][CH:19]=2)[N:14]([CH2:23][CH2:24][CH:25]([CH3:27])[CH3:26])[C:13](=[O:28])[C:12]=1[C:7]1[NH:6][C:5]2[CH:29]=[CH:30][C:2]([NH:1][S:41]([C:38]3[CH:37]=[CH:36][C:35]([S:32]([CH3:31])(=[O:34])=[O:33])=[CH:40][CH:39]=3)(=[O:43])=[O:42])=[CH:3][C:4]=2[S:9](=[O:11])(=[O:10])[N:8]=1. Procedure details: To the product of Example 205 (0.020 g, 0.047 mmol) in pyridine (0.2 mL) was added 4-methylsulfonylbenzenesulfonyl chloride (0.014 g, 0.056 mmol). The reaction mixture was heated in a microwave reactor at 100° C. for 30 minutes. The reaction was cooled to 25° C. and diluted with ethyl acetate (40 mL), washed with water and brine. The organic layer was dried over magnesium sulfate, filtered and concentrated. The residue was chromatographed on silica gel eluting with 99: 1dichloromethane:methanol ...